This data is from the Open Reaction Database (ORD), a public repository of structured organic reaction records. The task is: describe an organic reaction: reactants, conditions, products, and yield The reactants are OOS(=O)[O-].[K+] (Oxone), O (water), CO (methanol), COC=1C=C(C=CC1[N+](=O)[O-])SC ((3-methoxy-4-nitrophenyl)(methyl)sulfane). Run in CC(=O)C (acetone), CCOC(=O)C (EtOAc). Run at temperature 0 celsius, time 15 minute. Yields the product COC1=C(C=CC(=C1)S(=O)(=O)C)[N+](=O)[O-] (2-methoxy-4-(methylsulfonyl)-1-nitrobenzene). Isolated yield 83.0%. Reaction SMILES: [CH3:1][O:2][C:3]1[CH:4]=[C:5]([S:12][CH3:13])[CH:6]=[CH:7][C:8]=1[N+:9]([O-:11])=[O:10].[OH2:14].C[OH:16].OOS([O-])=O.[K+]>CC(C)=O.CCOC(C)=O>[CH3:1][O:2][C:3]1[CH:4]=[C:5]([S:12]([CH3:13])(=[O:16])=[O:14])[CH:6]=[CH:7][C:8]=1[N+:9]([O-:11])=[O:10] |f:3.4|. Procedure details: To a suspension of (3-methoxy-4-nitrophenyl)(methyl)sulfane (0.58 g, 2.9 mmol) in acetone (10 mL) was added water (10 mL), methanol (1.0 mL). The mixture was cooled in an ice-bath for 10 minutes before adding Oxone (2.90 g, 4.72 mmol) in four portions over 4 minutes. The reaction was stirred at 0° C. for 15 minutes and then allowed to warm up to room temperature. The reaction was stirred at room temperature for 2 hours before being diluted with EtOAc (50 mL). The suspension was filtered, concent...